This data is from the Open Reaction Database (ORD), a public repository of structured organic reaction records. The task is: describe an organic reaction: reactants, conditions, products, and yield Reactants: C1(=CC=CC=C1)COC(=O)N[C@@H]1C(NC1)=O ((S)-3-[[(phenylmethoxy)carbonyl]amino]-2-azetidinone), ClS(=O)(=O)N=C=O (chlorosulfonyl isocyanate). Solvent: C(C)(=O)OCC (ethyl acetate). Conditions: time 1 hour. The product is ClS(=O)(=O)NC(=O)N1C([C@H](C1)NC(=O)OCC1=CC=CC=C1)=O ((S)-1-[[(chlorosulfonyl)amino]carbonyl]-3-[[(phenylmethoxy)carbonyl]amino]-2-azetidinone). As a reaction SMILES: [C:1]1([CH2:7][O:8][C:9]([NH:11][C@H:12]2[CH2:15][NH:14][C:13]2=[O:16])=[O:10])[CH:6]=[CH:5][CH:4]=[CH:3][CH:2]=1.[Cl:17][S:18]([N:21]=[C:22]=[O:23])(=[O:20])=[O:19]>C(OCC)(=O)C>[Cl:17][S:18]([NH:21][C:22]([N:14]1[CH2:15][C@H:12]([NH:11][C:9]([O:8][CH2:7][C:1]2[CH:6]=[CH:5][CH:4]=[CH:3][CH:2]=2)=[O:10])[C:13]1=[O:16])=[O:23])(=[O:20])=[O:19]. Procedure details: To a suspension of 13.8 g of (S)-3-[[(phenylmethoxy)carbonyl]amino]-2-azetidinone in 500 ml of ethyl acetate was added 5.63 ml (0.0626 mol) of chlorosulfonyl isocyanate. The mixture was stirred for 1 hour at room temperature to form a solution of (S)-1-[[(chlorosulfonyl)amino]carbonyl]-3-[[(phenylmethoxy)carbonyl]amino]-2-azetidinone. The solution was cooled to 0° C., at which temperature a solution of silylated 1,4-dihydro-5-hydroxy-4-oxo-N-(2-oxo-1-imidazolidinyl)2-pyridinecarboxamide (prepare... Starting materials: Cc1cnc(N2CCN(C(=O)c3ccc(Br)cc3F)CC2)c(C)c1, CC1CNC(=O)O1. The product is Cc1cnc(N2CCN(C(=O)c3ccc(N4CC(C)OC4=O)cc3F)CC2)c(C)c1. Reaction SMILES: [Br:1][c:2]1[cH:3][c:4]([F:24])[c:5]([C:8](=[O:9])[N:10]2[CH2:11][CH2:12][N:13]([c:16]3[n:17][cH:18][c:19]([CH3:23])[cH:20][c:21]3[CH3:22])[CH2:14][CH2:15]2)[cH:6][cH:7]1.[CH3:25][CH:26]1[CH2:27][NH:28][C:29](=[O:31])[O:30]1>>[c:2]1([N:28]2[CH2:27][CH:26]([CH3:25])[O:30][C:29]2=[O:31])[cH:3][c:4]([F:24])[c:5]([C:8](=[O:9])[N:10]2[CH2:11][CH2:12][N:13]([c:16]3[n:17][cH:18][c:19]([CH3:23])[cH:20][c:21]3[CH3:22])[CH2:14][CH2:15]2)[cH:6][cH:7]1. The reactants are CCCCOC(=O)CC1OC(=O)c2ccc(OC)cc21, CCOC(C)=O, CCCCCC, CCCCCC, Cl, O, O. The product is COc1ccc2c(c1)C(CC(=O)O)OC2=O. As a reaction SMILES: [CH3:1][O:2][c:3]1[cH:4][cH:5][c:6]2[c:7]([cH:20]1)[CH:8]([CH2:12][C:13](=[O:14])[O:15][CH2:16][CH2:17][CH2:18][CH3:19])[O:9][C:10]2=[O:11].[CH3:21][CH2:22][O:23][C:24]([CH3:25])=[O:26].[CH3:27][CH2:28][CH2:29][CH2:30][CH2:31][CH3:32].[CH3:33][CH2:34][CH2:35][CH2:36][CH2:37][CH3:38].[ClH:39].[OH2:40].[OH2:41]>>[CH3:1][O:2][c:3]1[cH:4][cH:5][c:6]2[c:7]([cH:20]1)[CH:8]([CH2:12][C:13](=[O:14])[OH:15])[O:9][C:10]2=[O:11]. The reactants are CCCCOC(=O)c1ccc(N(CC)Cc2cc(Br)ccc2O)nn1, BrCC1CC1, O=C([O-])[O-], [K+], [K+], CN(C)C=O. Product: CCCCOC(=O)c1ccc(N(CC)Cc2cc(Br)ccc2OCC2CC2)nn1. As a reaction SMILES: [Br:1][c:2]1[cH:3][cH:4][c:5]([OH:25])[c:6]([CH2:7][N:8]([CH2:9][CH3:10])[c:11]2[cH:12][cH:13][c:14]([C:17](=[O:18])[O:19][CH2:20][CH2:21][CH2:22][CH3:23])[n:15][n:16]2)[cH:24]1.[Br:26][CH2:27][CH:28]1[CH2:29][CH2:30]1.[C:31](=[O:32])([O-:33])[O-:34].[K+:35].[K+:36].[O:37]=[CH:38][N:39]([CH3:40])[CH3:41]>>[Br:1][c:2]1[cH:3][cH:4][c:5]([O:25][CH2:27][CH:28]2[CH2:29][CH2:30]2)[c:6]([CH2:7][N:8]([CH2:9][CH3:10])[c:11]2[cH:12][cH:13][c:14]([C:17](=[O:18])[O:19][CH2:20][CH2:21][CH2:22][CH3:23])[n:15][n:16]2)[cH:24]1. The reactants are ClCCCl, COC(=O)c1cccc(N)c1, CCN(C(C)C)C(C)C, O=C(O)COc1ccc([N+](=O)[O-])cc1, CN(C)C=O, On1nnc2ccccc21. The product is COC(=O)c1cccc(NC(=O)COc2ccc([N+](=O)[O-])cc2)c1. Reaction SMILES: [CH2:45]([Cl:46])[CH2:47][Cl:48].[CH3:15][O:16][C:17]([c:18]1[cH:19][c:20]([NH2:24])[cH:21][cH:22][cH:23]1)=[O:25].[CH:36]([N:37]([CH2:38][CH3:39])[CH:40]([CH3:41])[CH3:42])([CH3:43])[CH3:44].[N+:1](=[O:2])([O-:3])[c:4]1[cH:5][cH:6][c:7]([O:8][CH2:9][C:10](=[O:11])[OH:12])[cH:13][cH:14]1.[O:49]=[CH:50][N:51]([CH3:52])[CH3:53].[OH:26][n:27]1[c:28]2[c:29]([cH:30][cH:31][cH:32][cH:33]2)[n:34][n:35]1>>[N+:1](=[O:2])([O-:3])[c:4]1[cH:5][cH:6][c:7]([O:8][CH2:9][C:10](=[O:12])[NH:24][c:20]2[cH:19][c:18]([C:17]([O:16][CH3:15])=[O:25])[cH:23][cH:22][cH:21]2)[cH:13][cH:14]1. The reactants are CC1=C(C(=O)N)C=C(C=N1)[N+](=O)[O-] (2-methyl-5-nitronicotinamide), C(CCC)N=C=O (n-butylisocyanate). Run in C1(=CC=CC=C1)C (toluene). Yields the product C(CCC)NC(NC(=O)C=1C(=NC=C(C1)[N+](=O)[O-])C)=O (3-(4-n-butylallophanoyl)-2-methyl-5-nitropyridine). Isolated yield 43.1%. As a reaction SMILES: [CH3:1][C:2]1[N:10]=[CH:9][C:8]([N+:11]([O-:13])=[O:12])=[CH:7][C:3]=1[C:4]([NH2:6])=[O:5].[CH2:14]([N:18]=[C:19]=[O:20])[CH2:15][CH2:16][CH3:17]>C1(C)C=CC=CC=1>[CH2:14]([NH:18][C:19](=[O:20])[NH:6][C:4]([C:3]1[C:2]([CH3:1])=[N:10][CH:9]=[C:8]([N+:11]([O-:13])=[O:12])[CH:7]=1)=[O:5])[CH2:15][CH2:16][CH3:17]. Procedure: A mixture of 0.9 g of 2-methyl-5-nitronicotinamide and 0.9 g of n-butylisocyanate in 40 ml of anhydrous toluene was refluxed for 18 hours. Unreacted nicotinamide (0.2 g) was filtered off and the filtrate was chromatographed over silica gel to give 0.6 g of the desired product. mp 111° - 112° C. Starting materials: NC=1SC=C(N1)C1=CC=C(C=C1)NC(CNCC1=CC=CC=C1)=O (N-{4-(2-amino-4-thiazolyl)phenyl)-2-{(phenylmethyl)amino}acetamide), C1(CCCCC1)C(=O)O (cyclohexanecarboxylic acid), CCN(C(C)C)C(C)C (DIPEA), CN(C)C(=[N+](C)C)ON1C2=C(C=CC=C2)N=N1.[B-](F)(F)(F)F (TBTU). Run in CN(C)C=O (DMF), CCOC(=O)C (EtOAc). Run at time 6 hour. Product: NC=1SC=C(N1)C1=CC=C(C=C1)NC(CN(C(=O)C1CCCCC1)CC1=CC=CC=C1)=O (N-{2-{{4-(2-Amino-4-thiazolyl)phenyl}amino}-2-oxoethyl}-N-(phenylmethyl)cyclohexanecarboxamide). The yield is 73.1%. Reaction SMILES: [NH2:1][C:2]1[S:3][CH:4]=[C:5]([C:7]2[CH:12]=[CH:11][C:10]([NH:13][C:14](=[O:24])[CH2:15][NH:16][CH2:17][C:18]3[CH:23]=[CH:22][CH:21]=[CH:20][CH:19]=3)=[CH:9][CH:8]=2)[N:6]=1.[CH:25]1([C:31]([OH:33])=O)[CH2:30][CH2:29][CH2:28][CH2:27][CH2:26]1.CCN(C(C)C)C(C)C.CN(C(ON1N=NC2C=CC=CC1=2)=[N+](C)C)C.[B-](F)(F)(F)F>CN(C=O)C.CCOC(C)=O>[NH2:1][C:2]1[S:3][CH:4]=[C:5]([C:7]2[CH:12]=[CH:11][C:10]([NH:13][C:14](=[O:24])[CH2:15][N:16]([CH2:17][C:18]3[CH:19]=[CH:20][CH:21]=[CH:22][CH:23]=3)[C:31]([CH:25]3[CH2:26][CH2:27][CH2:28][CH2:29][CH2:30]3)=[O:33])=[CH:9][CH:8]=2)[N:6]=1 |f:3.4|. Procedure details: To a solution of N-{4-(2-amino-4-thiazolyl)phenyl)-2-{(phenylmethyl)amino}acetamide (352 mg, 1.04 mmol, described in example 2), cyclohexanecarboxylic acid (140 mg, 1.09 mmol) and DIPEA (269 mg, 2.08 mmol) in DMF (5.2 mL) was added TBTU (350 mg, 1.09 mmol). The mixture was stirred at room temperature for 6 h. The reaction mixture was diluted with EtOAc (125 mL). The resulting solution was washed with saturated aqueous NaHCO3 (40 mL), H2O (40 mL), and brine (40 mL), then dried (MgSO4) and concent... Reactants: [Si](C1=CC=CC=C1)(C1=CC=CC=C1)(C(C)(C)C)OCC1=C(C(=C(C(=N1)C(C(=O)OCC)=O)F)Cl)N1C[C@H](O[C@H](C1)C)C (Ethyl 2-(6-((tert-butyldiphenylsilyloxy)methyl)-4-chloro-5-((2R,6S)-2,6-dimethylmorpholino)-3-fluoropyridin-2-yl)-2-oxoacetate), Cl.NO (Hydroxylamine hydrochloride), [Si](C1=CC=CC=C1)(C1=CC=CC=C1)(C(C)(C)C)OCC1=C(C(=C(C(=N1)C(C(=O)OCC)=O)F)Cl)N1C[C@H](O[C@H](C1)C)C (Ethyl 2-(6-((tert-butyldiphenylsilyloxy)methyl)-4-chloro-5-((2R,6S)-2,6-dimethylmorpholino)-3-fluoropyridin-2-yl)-2-oxoacetate), N1=CC=CC=C1 (pyridine). Solvent: C(C)(C)O (isopropanol). Conditions: time 16 hour. The product is [Si](C1=CC=CC=C1)(C1=CC=CC=C1)(C(C)(C)C)OCC1=C(C(=C(C(=N1)C(C(=O)OCC)=NO)F)Cl)N1C[C@H](O[C@H](C1)C)C (ethyl 2-(6-((tert-butyldiphenylsilyloxy)methyl)-4-chloro-5-[(2R,6S)-2,6-dimethylmorpholino)-3-fluoropyridin-2-yl)-2-(hydroxyimino)acetate). RXN SMILES: [Si:1]([O:18][CH2:19][C:20]1[N:25]=[C:24]([C:26](=O)[C:27]([O:29][CH2:30][CH3:31])=[O:28])[C:23]([F:33])=[C:22]([Cl:34])[C:21]=1[N:35]1[CH2:40][C@H:39]([CH3:41])[O:38][C@H:37]([CH3:42])[CH2:36]1)([C:14]([CH3:17])([CH3:16])[CH3:15])([C:8]1[CH:13]=[CH:12][CH:11]=[CH:10][CH:9]=1)[C:2]1[CH:7]=[CH:6][CH:5]=[CH:4][CH:3]=1.N1C=CC=CC=1.Cl.[NH2:50][OH:51]>C(O)(C)C>[Si:1]([O:18][CH2:19][C:20]1[N:25]=[C:24]([C:26](=[N:50][OH:51])[C:27]([O:29][CH2:30][CH3:31])=[O:28])[C:23]([F:33])=[C:22]([Cl:34])[C:21]=1[N:35]1[CH2:36][C@H:37]([CH3:42])[O:38][C@H:39]([CH3:41])[CH2:40]1)([C:14]([CH3:17])([CH3:15])[CH3:16])([C:8]1[CH:9]=[CH:10][CH:11]=[CH:12][CH:13]=1)[C:2]1[CH:7]=[CH:6][CH:5]=[CH:4][CH:3]=1 |f:2.3|. Procedure: Ethyl 2-(6-((tert-butyldiphenylsilyloxy)methyl)-4-chloro-5-((2R,6S)-2,6-dimethylmorpholino)-3-fluoropyridin-2-yl)-2-oxoacetate (Intermediate 121, 13.4 g, 21.85 mmol) was slurried in isopropanol (150 ml), and pyridine (124 ml, 1529.70 mmol) was added to give a yellow solution. Hydroxylamine hydrochloride (1.670 g, 24.04 mmol) was added, and the suspension was stirred at room temperature for approximately 16 hours. The resulting solution was concentrated to an oil. The residue was purified by chro... Reactants: C(C1=CC=CC=C1)OC1=C(C=C(C=C1)C(CBr)=O)[N+](=O)[O-] (1-(4-Benzyloxy-3-nitrophenyl)-2-bromoethanone), CS(=O)C (dimethyl sulphoxide). Conditions: time 3 day. Product: C(C1=CC=CC=C1)OC1=C(C=C(C=C1)C(=O)C=O)[N+](=O)[O-] (4-Benzyloxy-3-nitrophenyl glyoxal). RXN SMILES: [CH2:1]([O:8][C:9]1[CH:14]=[CH:13][C:12]([C:15](=[O:18])[CH2:16]Br)=[CH:11][C:10]=1[N+:19]([O-:21])=[O:20])[C:2]1[CH:7]=[CH:6][CH:5]=[CH:4][CH:3]=1.CS(C)=[O:24]>>[CH2:1]([O:8][C:9]1[CH:14]=[CH:13][C:12]([C:15]([CH:16]=[O:24])=[O:18])=[CH:11][C:10]=1[N+:19]([O-:21])=[O:20])[C:2]1[CH:7]=[CH:6][CH:5]=[CH:4][CH:3]=1. Reported procedure: 1-(4-Benzyloxy-3-nitrophenyl)-2-bromoethanone (12.6 g) was dissolved in dimethyl sulphoxide (40 ml) and the solution was allowed to stand at room temperature for 3 days. The solution was poured onto ice and the product was collected as the hydrate (8.7 g). τ (d6DMSO) 4.58 (2H, s), 4.33 (1H, s), 2.25-2.65 (6H, m), 2.07 (2H, br), 1.30-1.87 (2H, m).